From a dataset of the Open Reaction Database (ORD), a public repository of structured organic reaction records. describe an organic reaction: reactants, conditions, products, and yield Starting materials: ClC1=C(C=C(C=C1)S(=O)(=O)NC=1C(=NC=C(C1)Cl)C(=O)NN)C(F)(F)F (4-Chloro-N-(5-chloro-2-hydrazinocarbonyl-pyridin-3-yl)-3-trifluoromethyl-benzenesulfonamide), CN1N=CC=C1N (2-Methyl-2H-pyrazol-3-ylamine), COC(OC)OC (trimethylorthoformate), C(C)#N (acetonitrile). Solvent: C(C)(=O)O (acetic acid). The product is ClC1=C(C=C(C=C1)S(=O)(=O)NC=1C(=NC=C(C1)Cl)C1=NN=CN1C=1N(N=CC1)C)C(F)(F)F (4-Chloro-N-{5-chloro-2-[4-(2-methyl-2H-pyrazol-3-yl)-4H-[1,2,4]-triazol-3-yl]-pyridin-3-yl}-3-trifluoromethyl-benzenesulfonamide). As a reaction SMILES: [Cl:1][C:2]1[CH:7]=[CH:6][C:5]([S:8]([NH:11][C:12]2[C:13]([C:19]([NH:21][NH2:22])=O)=[N:14][CH:15]=[C:16]([Cl:18])[CH:17]=2)(=[O:10])=[O:9])=[CH:4][C:3]=1[C:23]([F:26])([F:25])[F:24].COC(OC)OC.[C:34](#N)C.[CH3:37][N:38]1[C:42]([NH2:43])=[CH:41][CH:40]=[N:39]1>C(O)(=O)C>[Cl:1][C:2]1[CH:7]=[CH:6][C:5]([S:8]([NH:11][C:12]2[C:13]([C:19]3[N:43]([C:42]4[N:38]([CH3:37])[N:39]=[CH:40][CH:41]=4)[CH:34]=[N:22][N:21]=3)=[N:14][CH:15]=[C:16]([Cl:18])[CH:17]=2)(=[O:10])=[O:9])=[CH:4][C:3]=1[C:23]([F:26])([F:25])[F:24]. Reported procedure: The title compound was prepared according to general Method B. using 4-Chloro-N-(5-chloro-2-hydrazinocarbonyl-pyridin-3-yl)-3-trifluoromethyl-benzenesulfonamide (100 mg, 0.234 mmol), trimethylorthoformate (80 mg, 0.75 mmol), acetonitrile (2 mL), 2-Methyl-2H-pyrazol-3-ylamine (48 mg, 0.50 mmol) and acetic acid (1.0 mL). MS (ES) [M+H]+ expected 518.0. found 518.0. Reaction SMILES: [CH2:1]([c:2]1[cH:3][cH:4][cH:5][cH:6][cH:7]1)[O:8][c:9]1[cH:10][c:11](=[O:35])[n:12](-[c:15]2[cH:16][c:17]3[cH:18][n:19][n:20]([CH2:24][CH2:25][CH2:26][O:27][Si:28]([C:29]([CH3:30])([CH3:31])[CH3:32])([CH3:33])[CH3:34])[c:21]3[cH:22][cH:23]2)[cH:13][cH:14]1.[CH2:37]([N+:38]([CH2:39][CH2:40][CH2:41][CH3:42])([CH2:43][CH2:44][CH2:45][CH3:46])[CH2:47][CH2:48][CH2:49][CH3:50])[CH2:51][CH2:52][CH3:53].[CH2:55]1[O:56][CH2:57][CH2:58][CH2:59]1.[F-:36].[OH2:54]>>[CH2:1]([c:2]1[cH:3][cH:4][cH:5][cH:6][cH:7]1)[O:8][c:9]1[cH:10][c:11](=[O:35])[n:12](-[c:15]2[cH:16][c:17]3[cH:18][n:19][n:20]([CH2:24][CH2:25][CH2:26][OH:27])[c:21]3[cH:22][cH:23]2)[cH:13][cH:14]1. Reactants: CC(C)(C)[Si](C)(C)OCCCn1ncc2cc(-n3ccc(OCc4ccccc4)cc3=O)ccc21, CCCC[N+](CCCC)(CCCC)CCCC, C1CCOC1, [F-], O. The product is O=c1cc(OCc2ccccc2)ccn1-c1ccc2c(cnn2CCCO)c1. Reactants: BrC1=CC(OC2=C1C=C(C=C2)C(C(F)(F)F)(F)F)(CF)CF (4-bromo-6-pentafluoroethyl-2,2-bis(fluoromethyl)-2H-1-benzopyran), C(#N)CCN (2-cyanoethylamine), [I-].[K+] (potassium iodide), CN(C=O)C (N,N-dimethylformamide), Cl (HCl). The reagents and catalysts are Cl[Pd]([P](C1=CC=CC=C1)(C2=CC=CC=C2)C3=CC=CC=C3)([P](C4=CC=CC=C4)(C5=CC=CC=C5)C6=CC=CC=C6)Cl (bis(triphenylphosphine)palladium chloride). Run at temperature 80 celsius, time 2 hour. Yields the product C(#N)CCNC(=O)C1=CC(OC2=C1C=C(C=C2)C(C(F)(F)F)(F)F)(CF)CF (N-(2-Cyanoethyl)-6-pentafluoroethyl-2,2-bis(fluoromethyl)-2H-1-benzopyran-4-carboxamide). RXN SMILES: Br[C:2]1[C:7]2[CH:8]=[C:9]([C:12]([F:18])([F:17])[C:13]([F:16])([F:15])[F:14])[CH:10]=[CH:11][C:6]=2[O:5][C:4]([CH2:21][F:22])([CH2:19][F:20])[CH:3]=1.[C:23]([CH2:25][CH2:26][NH2:27])#[N:24].[I-].[K+].Cl.CN(C)[CH:33]=[O:34]>Cl[Pd](Cl)([P](C1C=CC=CC=1)(C1C=CC=CC=1)C1C=CC=CC=1)[P](C1C=CC=CC=1)(C1C=CC=CC=1)C1C=CC=CC=1>[C:23]([CH2:25][CH2:26][NH:27][C:33]([C:2]1[C:7]2[CH:8]=[C:9]([C:12]([F:18])([F:17])[C:13]([F:16])([F:15])[F:14])[CH:10]=[CH:11][C:6]=2[O:5][C:4]([CH2:21][F:22])([CH2:19][F:20])[CH:3]=1)=[O:34])#[N:24] |f:2.3,^1:38,57|. Reported procedure: A mixture of 4-bromo-6-pentafluoroethyl-2,2-bis(fluoromethyl)-2H-1-benzopyran (0.40 g), bis(triphenylphosphine)palladium chloride (28 mg), 2-cyanoethylamine (0.28 g), potassium iodide (0.17 g) and N,N-dimethylformamide (5 ml) was stirred under a CO atmosphere at 80° C. for 2 hours. To the reaction mixture, 2N HCl was added, followed by extraction with ethyl acetate; the extract was dried with sodium sulfate and subjected to silica gel column chromatography (eluent; hexane/ethyl acetate=1/1) to g... Reported procedure: 2-(S)-[(4-Acetoxy-4′-trifluoromethyl-biphenyl-3-carbonyl)-amino]-3-(3′-chloro-4′-fluoro-biphenyl-4-yl)-propionic acid methyl ester (278 mg) was prepared from acetic acid 3-chlorocarbonyl-4′-trifluoromethyl-biphenyl-4-yl ester (171 mg, 0.5 mmol) and 2-(S)-amino-3-(3′-chloro-4′-fluoro-biphenyl-4-yl)-propionic acid methyl ester (155 mg, 0.5 mmol) following the general procedure M. Yields the product COC([C@H](CC1=CC=C(C=C1)C1=CC(=C(C=C1)F)Cl)NC(=O)C=1C=C(C=CC1OC(C)=O)C1=CC=C(C=C1)C(F)(F)F)=O (2-(S)-[(4-Acetoxy-4′-trifluoromethyl-biphenyl-3-carbonyl)-amino]-3-(3′-chloro-4′-fluoro-biphenyl-4-yl)-propionic acid methyl ester). The reactants are ClC(=O)C=1C=C(C=CC1OC(C)=O)C1=CC=C(C=C1)C(F)(F)F (acetic acid 3-chlorocarbonyl-4′-trifluoromethyl-biphenyl-4-yl ester), COC([C@H](CC1=CC=C(C=C1)C1=CC(=C(C=C1)F)Cl)N)=O (2-(S)-amino-3-(3′-chloro-4′-fluoro-biphenyl-4-yl)-propionic acid methyl ester). RXN SMILES: Cl[C:2]([C:4]1[CH:5]=[C:6]([C:14]2[CH:19]=[CH:18][C:17]([C:20]([F:23])([F:22])[F:21])=[CH:16][CH:15]=2)[CH:7]=[CH:8][C:9]=1[O:10][C:11](=[O:13])[CH3:12])=[O:3].[CH3:24][O:25][C:26](=[O:44])[C@@H:27]([NH2:43])[CH2:28][C:29]1[CH:34]=[CH:33][C:32]([C:35]2[CH:40]=[CH:39][C:38]([F:41])=[C:37]([Cl:42])[CH:36]=2)=[CH:31][CH:30]=1>>[CH3:24][O:25][C:26](=[O:44])[C@@H:27]([NH:43][C:2]([C:4]1[CH:5]=[C:6]([C:14]2[CH:15]=[CH:16][C:17]([C:20]([F:22])([F:23])[F:21])=[CH:18][CH:19]=2)[CH:7]=[CH:8][C:9]=1[O:10][C:11](=[O:13])[CH3:12])=[O:3])[CH2:28][C:29]1[CH:34]=[CH:33][C:32]([C:35]2[CH:40]=[CH:39][C:38]([F:41])=[C:37]([Cl:42])[CH:36]=2)=[CH:31][CH:30]=1. The yield is 90.6%.